Task: describe an organic reaction: reactants, conditions, products, and yield. Dataset: the Open Reaction Database (ORD), a public repository of structured organic reaction records The reactants are Cl (hydrogen chloride), ClC1=NC(=CC(N1C)=O)C1=CC=NC=C1 (2-chloro-3-methyl-6-pyridin-4-yl-3H-pyrimidin-4-one), N1(CCCCC1)CC1=CC=C(C=C1)CCO (2-(4-piperidin-1-ylmethyl-phenyl)ethanol), N12CCCCCC2=NCCC1 (1,8-diazabicyclo[5.4.0]undec-7-ene). The solvent is C(C)(=O)OCC (ethyl acetate), C(C)(=O)OCC (ethyl acetate), O (water), CN(C=O)C (N,N-dimethylformamide). Run at temperature 100 celsius, time 4 hour. Yields the product Cl.Cl.CN1C(=NC(=CC1=O)C1=CC=NC=C1)OCCC1=CC=C(C=C1)CN1CCCCC1 (3-methyl-2-[2-(4-piperidin-1-ylmethyl-phenyl)ethoxy]-6-pyridin-4-yl-3H-pyrimidin-4-one dihydrochloride). Isolated yield 42.0%. RXN SMILES: [Cl:1][C:2]1[N:7]([CH3:8])[C:6](=[O:9])[CH:5]=[C:4]([C:10]2[CH:15]=[CH:14][N:13]=[CH:12][CH:11]=2)[N:3]=1.[N:16]1([CH2:22][C:23]2[CH:28]=[CH:27][C:26]([CH2:29][CH2:30][OH:31])=[CH:25][CH:24]=2)[CH2:21][CH2:20][CH2:19][CH2:18][CH2:17]1.N12CCCN=C1CCCCC2.[ClH:43]>CN(C)C=O.C(OCC)(=O)C.O>[ClH:1].[ClH:43].[CH3:8][N:7]1[C:6](=[O:9])[CH:5]=[C:4]([C:10]2[CH:15]=[CH:14][N:13]=[CH:12][CH:11]=2)[N:3]=[C:2]1[O:31][CH2:30][CH2:29][C:26]1[CH:27]=[CH:28][C:23]([CH2:22][N:16]2[CH2:21][CH2:20][CH2:19][CH2:18][CH2:17]2)=[CH:24][CH:25]=1 |f:7.8.9|. Procedure: To a mixture of 2-chloro-3-methyl-6-pyridin-4-yl-3H-pyrimidin-4-one (500 mg, 2.26 mmol) and 2-(4-piperidin-1-ylmethyl-phenyl)ethanol (990 mg, 4.51 mmol) in N,N-dimethylformamide (15 ml) was added 1,8-diazabicyclo[5.4.0]undec-7-ene (347 mg, 2.26 mmol) at room temperature. The mixture was stirred at 100° C. for 4 hours. The mixture was poured into water and extracted with ethyl acetate. The organic layer was washed with brine, dried over sodium sulfate, and concentrated in vacuo. The residue was p... Reactants: FC(C(=O)O)(F)F (trifluoroacetic acid), C(C)(C)(C)OC(NCCC1=CC=C(C=C1)C#N)=O ([2-(4-Cyano-phenyl)-ethyl]-carbamic acid tert-butyl ester), C(C)(=O)OCC (ethyl acetate). Solvent: ClCCl (dichloromethane). Reaction conditions: time 1 hour. Product: NCCC1=CC=C(C#N)C=C1 (4-(2-Amino-ethyl)-benzonitrile). As a reaction SMILES: C(OC(=O)[NH:7][CH2:8][CH2:9][C:10]1[CH:15]=[CH:14][C:13]([C:16]#[N:17])=[CH:12][CH:11]=1)(C)(C)C.FC(F)(F)C(O)=O.C(OCC)(=O)C>ClCCl>[NH2:7][CH2:8][CH2:9][C:10]1[CH:15]=[CH:14][C:13]([C:16]#[N:17])=[CH:12][CH:11]=1. Procedure: 1.90 g commercially available [2-(4-Cyano-phenyl)-ethyl]-carbamic acid tert-butyl ester were dissolved in 100 ml dichloromethane. 10 ml trifluoroacetic acid were added and the reaction mixture was stirred at room temperature for one hour. 250 ml ethyl acetate were added and the mixture was washed three times with saturated NaHCO3 solution. The organic layer was dried over MgSO4 and then the solvent was removed in vacuo to obtain 700 mg 4-(2-Amino-ethyl)-benzonitrile as pale yellow solid. Reactants: J-COOH, C1=CC2=C(N=C1)N(N=N2)O (HOAt), Cl.CN(CCCN=C=NCC)C (1-(3-dimethylaminopropyl)-3-ethylcarbodimide hydrochloride), CN(C=O)C (N,N-dimethylformamide). Product: NO (amino alcohol), NC[C@H](C)O ((S)-1-amino-2-propanol), ( R )-, N[C@H](CO)C ((S)-2-amino-1-propanol). As a reaction SMILES: [CH:1]1C=NC2[N:7]([OH:10])N=[N:9][C:3]=2[CH:2]=1.Cl.CN(C)CCCN=C=[N:19][CH2:20][CH3:21].CN(C)[CH:25]=[O:26]>>[NH2:7][OH:10].[NH2:9][CH2:3][C@@H:2]([OH:26])[CH3:1].[NH2:19][C@@H:20]([CH3:21])[CH2:25][OH:26] |f:1.2|. Procedure details: To a solution of J-COOH (e.g., naphthylacetic acid) and HOAt (1 equiv) in dry N,N-dimethylformamide was added 1-(3-dimethylaminopropyl)-3-ethylcarbodimide hydrochloride (1 equiv). After the mixture was stirred at room temperature for one-half hour, a chiral amino alcohol (e.g., (R)- or (S)-1-amino-2-propanol or (R)- or (S)-2-amino-1-propanol, affording a methyl group at R5 or R4, respectively) (1 equiv) was added. The reaction was continued for 16 hours. The reaction mixture was poured into wate...